Dataset: the Open Reaction Database (ORD), a public repository of structured organic reaction records. Task: describe an organic reaction: reactants, conditions, products, and yield Solvent: CO (MeOH). Reactants: BrC1=CC=C(C=C1)C1=CC=C(C=C1)OCC=1C(=[N+](C=CC1)[O-])OC (3-(4′-Bromo-biphenyl-4-yloxymethyl)-2-methoxy-pyridine 1-oxide), Cl (HCl). The product is BrC1=CC=C(C=C1)C1=CC=C(C=C1)OCC=1C(N(C=CC1)O)=O (3-(4′-Bromo-biphenyl-4-yloxymethyl)-1-hydroxy-1H-pyridin-2-one). RXN SMILES: [Br:1][C:2]1[CH:7]=[CH:6][C:5]([C:8]2[CH:13]=[CH:12][C:11]([O:14][CH2:15][C:16]3[C:17]([O:23]C)=[N+:18]([O-:22])[CH:19]=[CH:20][CH:21]=3)=[CH:10][CH:9]=2)=[CH:4][CH:3]=1.Cl>CO>[Br:1][C:2]1[CH:3]=[CH:4][C:5]([C:8]2[CH:9]=[CH:10][C:11]([O:14][CH2:15][C:16]3[C:17](=[O:23])[N:18]([OH:22])[CH:19]=[CH:20][CH:21]=3)=[CH:12][CH:13]=2)=[CH:6][CH:7]=1. Procedure details: A solution of 3-(4′-bromo-biphenyl-4-yloxymethyl)-2-methoxy-pyridine 1-oxide (0.045 g, 0.12 mmol) from Step C in MeOH (1 mL) was treated with 2N HCl (1.5 mL) at reflux for 1 h. The reaction mixture was concentrated under the reduced pressure and the resulting material (Compound 41) was washed with water and Et2O/hexanes (1:5) to give the titled compound. MS: 372, 374 (M+H)+.